Dataset: the Open Reaction Database (ORD), a public repository of structured organic reaction records. Task: describe an organic reaction: reactants, conditions, products, and yield Reactants: SC1=CC=C(C(=O)O)C=C1 (4-mercaptobenzoic acid), C(C)O (ethanol), S(O)(O)(=O)=O (sulfuric acid). Run in ClCCl (dichloromethane). Yields the product C(C)OC(C1=CC=C(C=C1)S)=O (ethyl-4-mercaptobenzoate). Reaction SMILES: [SH:1][C:2]1[CH:10]=[CH:9][C:5]([C:6]([OH:8])=[O:7])=[CH:4][CH:3]=1.[CH2:11](O)[CH3:12].S(=O)(=O)(O)O>ClCCl>[CH2:11]([O:7][C:6](=[O:8])[C:5]1[CH:9]=[CH:10][C:2]([SH:1])=[CH:3][CH:4]=1)[CH3:12]. Procedure: Ethyl-4-mercaptobenzoate was prepared by treating 4-mercaptobenzoic acid (1.50 g, 9.73 mmol) with ethanol (97 mL) in the presence of catalytic concentrated sulfuric acid under a nitrogen atmosphere. The reaction was heated at reflux for three hours. The volume of the reaction was reduced to 10 mL under reduced pressure and then partitioned between water (100 mL) and ethyl acetate (100 mL). The aqueous layer was extracted with ethyl acetate (3×100 mL), and the combined organic solutions were wash... The product is CC1CN(Cc2ccccc2)CCN1. The reactants are CCC(C)=O, CC1CNCCN1, ClCc1ccccc1, [I-], [K+], [K+], [Na+], O=C([O-])[O-]. Reaction SMILES: [CH2:24]([C:25]([CH3:26])=[O:27])[CH3:28].[CH3:9][CH:10]1[NH:11][CH2:12][CH2:13][NH:14][CH2:15]1.[Cl:1][CH2:2][c:3]1[cH:4][cH:5][cH:6][cH:7][cH:8]1.[I-:22].[K+:16].[K+:17].[Na+:23].[O-:18][C:19]([O-:20])=[O:21]>>[CH2:2]([c:3]1[cH:4][cH:5][cH:6][cH:7][cH:8]1)[N:14]1[CH2:13][CH2:12][NH:11][CH:10]([CH3:9])[CH2:15]1. Reactants: OC=1C=C(C(=O)O)C=C(C1)C(F)(F)F (3-hydroxy-5-trifluoromethylbenzoic acid), BrCC(=O)C1=CC=CC=C1 (α-bromoacetophenone), [H-].[Na+] (sodium hydride), [H][H] (hydrogen). The solvent is CS(=O)C (dimethylsulfoxide). Reaction conditions: time 2 hour. Yields the product C(C(=O)C1=CC=CC=C1)OC=1C=C(C(=O)O)C=C(C1)C(F)(F)F (3Phenacyloxy-5-trifluoromethylbenzoic Acid). Reaction SMILES: [OH:1][C:2]1[CH:3]=[C:4]([CH:8]=[C:9]([C:11]([F:14])([F:13])[F:12])[CH:10]=1)[C:5]([OH:7])=[O:6].[H-].[Na+].[H][H].Br[CH2:20][C:21]([C:23]1[CH:28]=[CH:27][CH:26]=[CH:25][CH:24]=1)=[O:22]>CS(C)=O>[CH2:20]([O:1][C:2]1[CH:3]=[C:4]([CH:8]=[C:9]([C:11]([F:12])([F:13])[F:14])[CH:10]=1)[C:5]([OH:7])=[O:6])[C:21]([C:23]1[CH:28]=[CH:27][CH:26]=[CH:25][CH:24]=1)=[O:22] |f:1.2|. Reported procedure: To 206 mg. (1 m mole) of 3-hydroxy-5-trifluoromethylbenzoic acid dissolved in 2.5 ml. of dimethylsulfoxide is added 85 mg. (2 m moles) of a 56.6% sodium hydride suspension in oil. When the hydrogen evolution has ceased, 199 mg. (1 m mole) of α-bromoacetophenone is added and the reaction mixture is allowed to stir at room temperature for 2 hours. The reaction is diluted with 10 ml. of water and extracted with ether. The aqueous phase is acidified and the product extracted with ether. Removal of t... Starting materials: C(C)S(=O)(=O)N1CCC(CC1)C1=CNC2=C(C=C(C=C12)C1=CC(=CC=C1)C=O)C(=O)N (3-[1-(ethylsulfonyl)-4-piperidinyl]-5-(3-formylphenyl)-1H-indole-7-carboxamide), CCC(CC)N (3-pentanamine), [BH4-].[Na+] (NaBH4). The product is C(C)C(CC)NCC=1C=C(C=CC1)C=1C=C2C(=CNC2=C(C1)C(=O)N)C1CCN(CC1)S(=O)(=O)CC (5-(3-{[(1-ethylpropyl)amino]methyl}phenyl)-3-[1-(ethylsulfonyl)-4-piperidinyl]-1H-indole-7-carboxamide). Isolated yield 80.5%. As a reaction SMILES: [CH2:1]([S:3]([N:6]1[CH2:11][CH2:10][CH:9]([C:12]2[C:20]3[C:15](=[C:16]([C:29]([NH2:31])=[O:30])[CH:17]=[C:18]([C:21]4[CH:26]=[CH:25][CH:24]=[C:23]([CH:27]=O)[CH:22]=4)[CH:19]=3)[NH:14][CH:13]=2)[CH2:8][CH2:7]1)(=[O:5])=[O:4])[CH3:2].[CH3:32][CH2:33][CH:34]([NH2:37])[CH2:35][CH3:36].[BH4-].[Na+]>>[CH2:33]([CH:34]([NH:37][CH2:27][C:23]1[CH:22]=[C:21]([C:18]2[CH:19]=[C:20]3[C:15](=[C:16]([C:29]([NH2:31])=[O:30])[CH:17]=2)[NH:14][CH:13]=[C:12]3[CH:9]2[CH2:8][CH2:7][N:6]([S:3]([CH2:1][CH3:2])(=[O:4])=[O:5])[CH2:11][CH2:10]2)[CH:26]=[CH:25][CH:24]=1)[CH2:35][CH3:36])[CH3:32] |f:2.3|. Reported procedure: Following the general procedure of example 1, 3-[1-(ethylsulfonyl)-4-piperidinyl]-5-(3-formylphenyl)-1H-indole-7-carboxamide (20 mg, 0.045 mmol), 3-pentanamine (32 uL, 0.27 mmol) and NaBH4 (10 mg, 0.27 mmol) were reacted to give the title compound (18.5 mg, 80%).